The task is: describe an organic reaction: reactants, conditions, products, and yield. This data is from the Open Reaction Database (ORD), a public repository of structured organic reaction records. Reactants: ClCCl, COc1cccc2c1CCCC2NC(C)c1nc(-c2ccccc2)c(-c2ccccc2)o1. The product is CC(NC1CCCc2c(O)cccc21)c1nc(-c2ccccc2)c(-c2ccccc2)o1. Reaction SMILES: [Cl:33][CH2:34][Cl:35].[c:1]1(-[c:7]2[n:8][c:9]([CH:18]([CH3:19])[NH:20][CH:21]3[CH2:22][CH2:23][CH2:24][c:25]4[c:26]([O:31][CH3:32])[cH:27][cH:28][cH:29][c:30]43)[o:10][c:11]2-[c:12]2[cH:13][cH:14][cH:15][cH:16][cH:17]2)[cH:2][cH:3][cH:4][cH:5][cH:6]1>>[c:1]1(-[c:7]2[n:8][c:9]([CH:18]([CH3:19])[NH:20][CH:21]3[CH2:22][CH2:23][CH2:24][c:25]4[c:26]([OH:31])[cH:27][cH:28][cH:29][c:30]43)[o:10][c:11]2-[c:12]2[cH:13][cH:14][cH:15][cH:16][cH:17]2)[cH:2][cH:3][cH:4][cH:5][cH:6]1. Reactants: FC(F)(F)c1ccc(-c2cc(-c3cccc(Br)c3)nc(C3CC3)c2)cc1, OB(O)c1cccnc1. Yields the product FC(F)(F)c1ccc(-c2cc(-c3cccc(-c4cccnc4)c3)nc(C3CC3)c2)cc1. As a reaction SMILES: [Br:1][c:2]1[cH:3][c:4](-[c:8]2[n:9][c:10]([CH:24]3[CH2:25][CH2:26]3)[cH:11][c:12](-[c:14]3[cH:15][cH:16][c:17]([C:20]([F:21])([F:22])[F:23])[cH:18][cH:19]3)[cH:13]2)[cH:5][cH:6][cH:7]1.[n:27]1[cH:28][c:29]([B:33]([OH:34])[OH:35])[cH:30][cH:31][cH:32]1>>[c:2]1(-[c:29]2[cH:28][n:27][cH:32][cH:31][cH:30]2)[cH:3][c:4](-[c:8]2[n:9][c:10]([CH:24]3[CH2:25][CH2:26]3)[cH:11][c:12](-[c:14]3[cH:15][cH:16][c:17]([C:20]([F:21])([F:22])[F:23])[cH:18][cH:19]3)[cH:13]2)[cH:5][cH:6][cH:7]1. Reactants: ClC=1C=C(C=C(C1)Cl)C1(CC(=NS1)C1=CC(=C(C(=O)OC(C)(C)C)C=C1)C)C(F)(F)F (tert-butyl 4-[5-(3,5-dichlorophenyl)-5-(trifluoromethyl)-4H-isothiazol-3-yl]-2-methyl-benzoate), FC(C(=O)O)(F)F (trifluoroacetic acid). Run in ClCCl (dichloromethane). Run at time 6 hour. Product: ClC=1C=C(C=C(C1)Cl)C1(CC(=NS1)C1=CC(=C(C(=O)O)C=C1)C)C(F)(F)F (4-[5-(3,5-dichlorophenyl)-5-(trifluoromethyl)-4H-isothiazol-3-yl]-2-methyl-benzoic acid). The yield is 96.4%. Reaction SMILES: [Cl:1][C:2]1[CH:3]=[C:4]([C:9]2([C:28]([F:31])([F:30])[F:29])[S:13][N:12]=[C:11]([C:14]3[CH:26]=[CH:25][C:17]([C:18]([O:20]C(C)(C)C)=[O:19])=[C:16]([CH3:27])[CH:15]=3)[CH2:10]2)[CH:5]=[C:6]([Cl:8])[CH:7]=1.FC(F)(F)C(O)=O>ClCCl>[Cl:1][C:2]1[CH:3]=[C:4]([C:9]2([C:28]([F:30])([F:29])[F:31])[S:13][N:12]=[C:11]([C:14]3[CH:26]=[CH:25][C:17]([C:18]([OH:20])=[O:19])=[C:16]([CH3:27])[CH:15]=3)[CH2:10]2)[CH:5]=[C:6]([Cl:8])[CH:7]=1. Procedure: To a solution of tert-butyl 4-[5-(3,5-dichlorophenyl)-5-(trifluoromethyl)-4H-isothiazol-3-yl]-2-methyl-benzoate (164 mg) in dichloromethane (1.7 mL) was added trifluoroacetic acid (0.17 mL). The reaction mixture was stirred at room temperature for 6 hours then the solution was concentrated under vacuo. The residue was extracted with water and ethyl acetate. The organic extract was washed with water, dried over sodium sulfate and concentrated to give 4-[5-(3,5-dichlorophenyl)-5-(trifluoromethyl)-... The reactants are ClCCl, CSc1ncc2c(n1)N1CCCC1CN(c1cccc(CO)c1)C2=O. Yields the product CSc1ncc2c(n1)N1CCCC1CN(c1cccc(C=O)c1)C2=O. Reaction SMILES: [Cl:26][CH2:27][Cl:28].[OH:1][CH2:2][c:3]1[cH:4][c:5]([N:9]2[C:10](=[O:25])[c:11]3[c:12]([n:19][c:20]([S:23][CH3:24])[n:21][cH:22]3)[N:13]3[CH2:14][CH2:15][CH2:16][CH:17]3[CH2:18]2)[cH:6][cH:7][cH:8]1>>[O:1]=[CH:2][c:3]1[cH:4][c:5]([N:9]2[C:10](=[O:25])[c:11]3[c:12]([n:19][c:20]([S:23][CH3:24])[n:21][cH:22]3)[N:13]3[CH2:14][CH2:15][CH2:16][CH:17]3[CH2:18]2)[cH:6][cH:7][cH:8]1. Yields the product FC=1C=C(C=CC1F)C1=NOC(=C1COC1=NC=C(C(=O)NCC(F)(F)F)C=C1)CO (6-[3-(3,4-Difluoro-phenyl)-5-hydroxymethyl-isoxazol-4-ylmethoxy]-N-(2,2,2-trifluoro-ethyl)-nicotinamide). Run in O1CCOCC1 (dioxane), O1CCOCC1 (dioxane). RXN SMILES: C[Al](C)C.[F:5][C:6]([F:10])([F:9])[CH2:7][NH2:8].C[O:12][C:13](=O)[C:14]1[CH:19]=[CH:18][C:17]([O:20][CH2:21][C:22]2[C:23]([C:29]3[CH:34]=[CH:33][C:32]([F:35])=[C:31]([F:36])[CH:30]=3)=[N:24][O:25][C:26]=2[CH2:27][OH:28])=[N:16][CH:15]=1>O1CCOCC1>[F:36][C:31]1[CH:30]=[C:29]([C:23]2[C:22]([CH2:21][O:20][C:17]3[CH:18]=[CH:19][C:14]([C:13]([NH:8][CH2:7][C:6]([F:10])([F:9])[F:5])=[O:12])=[CH:15][N:16]=3)=[C:26]([CH2:27][OH:28])[O:25][N:24]=2)[CH:34]=[CH:33][C:32]=1[F:35]. Procedure details: Trimethylaluminium solution (2M in toluene, 0.8 mL, 1.60 mmol) was added to a solution of 2,2,2,-trifluoroethylamine (108 mg, 1.06 mmol) in dioxane (5 mL). The mixture was stirred for 1 h at 50° C. Then a solution of 6-[3-(3,4-difluoro-phenyl)-5-hydroxymethyl-isoxazol-4-ylmethoxy]-nicotinic acid methyl ester (100 mg, 0.27 mmol) in dioxane (5 mL) was added. The reaction mixture was stirred overnight at 85° C. The dioxane was removed by distillation. The remaining material was purified by chromato... Yield: 58.5%. Reaction conditions: temperature 50 celsius, time 1 hour. Reactants: C[Al](C)C (Trimethylaluminium), FC(CN)(F)F (2,2,2,-trifluoroethylamine), COC(C1=CN=C(C=C1)OCC=1C(=NOC1CO)C1=CC(=C(C=C1)F)F)=O (6-[3-(3,4-difluoro-phenyl)-5-hydroxymethyl-isoxazol-4-ylmethoxy]-nicotinic acid methyl ester). Starting materials: [OH-].[Na+] (sodium hydroxide), C(C=C)Cl (allyl chloride), C(C=C)#N (acrylonitrile), S(=O)(=O)([O-])OOS(=O)(=O)[O-].[K+].[K+] (potassium persulfate). Solvent: O (water), O (water). Run at time 6.5 hour. The product is C(C=C)#N.C(C=C)O.C(C=C)Cl (allyl chloride allyl alcohol acrylonitrile). As a reaction SMILES: [OH-].[Na+].[CH2:3]([Cl:6])[CH:4]=[CH2:5].[C:7](#[N:10])[CH:8]=[CH2:9].S(OOS([O-])(=O)=O)([O-])(=O)=[O:12].[K+].[K+]>O>[C:7](#[N:10])[CH:8]=[CH2:9].[CH2:3]([OH:12])[CH:4]=[CH2:5].[CH2:3]([Cl:6])[CH:4]=[CH2:5] |f:0.1,4.5.6,8.9.10|. Reported procedure: About 10 parts by weight of fine granular silica, 2.5 parts by weight of sodium hydroxide flakes and 2 parts by weight of water are mixed then heated at 90 degrees to 100 degrees C. until the water evaporates, thereby producing an activated silica. 30 parts by weight of allyl chloride, 3 parts by weight of acrylonitrile, 12 parts by weight of water and 0.2 parts by weight of potassium persulfate are mixed then agitated at a temperature just below the boiling temperature of the reactants at ambie... Starting materials: [BH4-], Cc1cccc(C)c1-c1cccc2c1CCC2=O, CO, [Na+], C1CCOC1, O. Product: Cc1cccc(C)c1-c1cccc2c1CCC2O. RXN SMILES: [BH4-:19].[CH3:1][c:2]1[c:3](-[c:9]2[c:10]3[c:14]([cH:15][cH:16][cH:17]2)[C:13](=[O:18])[CH2:12][CH2:11]3)[c:4]([CH3:8])[cH:5][cH:6][cH:7]1.[CH3:27][OH:28].[Na+:20].[O:22]1[CH2:23][CH2:24][CH2:25][CH2:26]1.[OH2:21]>>[CH3:1][c:2]1[c:3](-[c:9]2[c:10]3[c:14]([cH:15][cH:16][cH:17]2)[CH:13]([OH:18])[CH2:12][CH2:11]3)[c:4]([CH3:8])[cH:5][cH:6][cH:7]1. The reactants are ClC=1C=C(C=CC1)C(CNC(CC1=CC2=C(OC(O2)(C(=O)O)C(=O)O)C=C1)C)O (5-{2-[2-(3-chloro-phenyl)-2-hydroxy-ethylamino]-propyl}-benzo[1,3]dioxole-2,2-dicarboxylic acid), C(C)(C)OCCO (2-isopropoxyethanol). Procedure details: The title compound was prepared from 5-{2-[2-(3-chloro-phenyl)-2-hydroxy-ethylamino]-propyl}-benzo[1,3]dioxole-2,2-dicarboxylic acid and 2-isopropoxyethanol as a brown solid according to the procedure of Example 1, leaving out the final HCl(g) /Et2O hydrochloride salt forming step: 1H NMR (300 MHz, CDCl3): δ 1.11 (d, J=6.1 Hz, 12H), 1.30 (d, J=6.2 Hz, 3H), 2.79 (t, J=8.7 Hz, 1H), 3.06-3.28 (m, 2H), 3.40-3.60 (m, 2H), 3.62-3.70 (complexm, 4H), 3.90-4.12 (brm, 2H), 4.35-4.45 (complexm, 4H), 5.43 (... Product: C(C)(C)OCCOC(=O)C1(OC2=C(O1)C=CC(=C2)CC(C)NCC(O)C2=CC(=CC=C2)Cl)C(=O)OCCOC(C)C (5-{2-[2-(3-Chloro-phenyl)-2-hydroxy-ethylamino]-propyl}-benzo[1,3]dioxole-2,2-dicarboxylic acid bis-(2-isopropoxy-ethyl) ester), O(CC)CC.Cl (Et2O hydrochloride). Reaction SMILES: [Cl:1][C:2]1[CH:3]=[C:4]([CH:8]([OH:29])[CH2:9][NH:10][CH:11]([CH3:28])[CH2:12][C:13]2[CH:27]=[CH:26][C:16]3[O:17][C:18]([C:23]([OH:25])=[O:24])([C:20]([OH:22])=[O:21])[O:19][C:15]=3[CH:14]=2)[CH:5]=[CH:6][CH:7]=1.[CH:30]([O:33][CH2:34][CH2:35]O)([CH3:32])[CH3:31]>>[CH:16]([O:17][CH2:18][CH2:20][O:24][C:23]([C:18]1([C:20]([O:22][CH2:35][CH2:34][O:33][CH:30]([CH3:31])[CH3:32])=[O:21])[O:17][C:16]2[CH:26]=[CH:27][C:13]([CH2:12][CH:11]([NH:10][CH2:9][CH:8]([C:4]3[CH:5]=[CH:6][CH:7]=[C:2]([Cl:1])[CH:3]=3)[OH:29])[CH3:28])=[CH:14][C:15]=2[O:19]1)=[O:25])([CH3:26])[CH3:15].[O:17]([CH2:18][CH3:20])[CH2:16][CH3:15].[ClH:1] |f:3.4|. Reactants: ClCCl, CCOC(=O)N=NC(=O)OCC, COc1cc2c(=O)n(COC(=O)C(C)(C)C)cnc2cc1O, c1ccc(P(c2ccccc2)c2ccccc2)cc1, OCc1ccncc1. Product: COc1cc2c(=O)n(COC(=O)C(C)(C)C)cnc2cc1OCc1ccncc1. As a reaction SMILES: [CH2:62]([Cl:63])[Cl:64].[O:1]=[C:2]([O:3][CH2:4][CH3:5])[N:6]=[N:7][C:8]([O:9][CH2:10][CH3:11])=[O:12].[OH:13][c:14]1[c:15]([O:33][CH3:34])[cH:16][c:17]2[c:18](=[O:32])[n:19]([CH2:24][O:25][C:26]([C:27]([CH3:28])([CH3:29])[CH3:30])=[O:31])[cH:20][n:21][c:22]2[cH:23]1.[c:43]1([P:44]([c:45]2[cH:46][cH:47][cH:48][cH:49][cH:50]2)[c:51]2[cH:52][cH:53][cH:54][cH:55][cH:56]2)[cH:57][cH:58][cH:59][cH:60][cH:61]1.[n:35]1[cH:36][cH:37][c:38]([CH2:41][OH:42])[cH:39][cH:40]1>>[O:13]([c:14]1[c:15]([O:33][CH3:34])[cH:16][c:17]2[c:18](=[O:32])[n:19]([CH2:24][O:25][C:26]([C:27]([CH3:28])([CH3:29])[CH3:30])=[O:31])[cH:20][n:21][c:22]2[cH:23]1)[CH2:41][c:38]1[cH:37][cH:36][n:35][cH:40][cH:39]1.